From a dataset of the Open Reaction Database (ORD), a public repository of structured organic reaction records. describe an organic reaction: reactants, conditions, products, and yield Reaction SMILES: FC(F)(F)C(OI(C1C=CC=CC=1)OC(=O)C(F)(F)F)=O.C(C[NH:26][C:27](=[O:52])[C:28]1[CH:33]=[CH:32][C:31]([C:34]2[CH2:38][C:37]([C:43]3[CH:48]=[C:47]([Cl:49])[CH:46]=[C:45]([Cl:50])[CH:44]=3)([C:39]([F:42])([F:41])[F:40])[O:36][N:35]=2)=[CH:30][C:29]=1[CH3:51])(=O)N.O.Cl.[C:55](#[N:57])C.O>>[ClH:49].[NH2:57][CH2:55][NH:26][C:27](=[O:52])[C:28]1[CH:33]=[CH:32][C:31]([C:34]2[CH2:38][C:37]([C:43]3[CH:48]=[C:47]([Cl:49])[CH:46]=[C:45]([Cl:50])[CH:44]=3)([C:39]([F:40])([F:41])[F:42])[O:36][N:35]=2)=[CH:30][C:29]=1[CH3:51] |f:4.5,6.7|. The product is Cl.NCNC(C1=C(C=C(C=C1)C1=NOC(C1)(C(F)(F)F)C1=CC(=CC(=C1)Cl)Cl)C)=O (N-Aminomethyl-4-[5-(3,5-dichlorophenyl)-5-trifluoromethyl-4,5-dihydroisoxazol-3-yl]-2-methyl benzoic acid amide hydrochloride). The reactants are FC(C(=O)OI(OC(C(F)(F)F)=O)C1=CC=CC=C1)(F)F ([bis(trifluoroacetoxy)iodo]benzene), C(N)(=O)CNC(C1=C(C=C(C=C1)C1=NOC(C1)(C(F)(F)F)C1=CC(=CC(=C1)Cl)Cl)C)=O (N-carbamoylmethyl-4-[5-(3,5-dichlorophenyl)-5-trifluoromethyl-4,5-dihydroisoxazol-3-yl]-2-methyl benzoic acid amide), C(C)#N.O (acetonitrile water), Cl (hydrochloric acid), O (water). Procedure details: In a solution of 0.47 g of [bis(trifluoroacetoxy)iodo]benzene in 12 ml of acetonitrile-water (1:1), a solution of 0.47 g of N-carbamoylmethyl-4-[5-(3,5-dichlorophenyl)-5-trifluoromethyl-4,5-dihydroisoxazol-3-yl]-2-methyl benzoic acid amide synthesized in Synthetic Example 31 was added with stirring at room temperature, and stirred at room temperature for 5 hours. After the completion of the reaction, 75 ml of water was added in the reaction mixture, 8 ml of concentrated hydrochloric acid was add... The reactants are C(C1=CC=CC=C1)SC=1C=CC(=C(C1)\C(=C/C(=O)OCC)\C)NC1=C(C=C(C(=C1)Cl)Br)OC ((Z)-ethyl 3-(5-(benzylthio)-2-((4-bromo-5-chloro-2-methoxyphenyl)amino)phenyl)but-2-enoate), CC(C)([O-])C.[K+] (potassium tert-butoxide). Run in C1CCOC1 (THF), C1CCOC1 (THF). The product is C(C1=CC=CC=C1)SC=1C=C2C(=CC(N(C2=CC1)C1=C(C=C(C(=C1)Cl)Br)OC)=O)C (6-(benzylthio)-1-(4-bromo-5-chloro-2-methoxyphenyl)-4-methylquinolin-2(1H)-one). RXN SMILES: [CH2:1]([S:8][C:9]1[CH:10]=[CH:11][C:12]([NH:23][C:24]2[CH:29]=[C:28]([Cl:30])[C:27]([Br:31])=[CH:26][C:25]=2[O:32][CH3:33])=[C:13](/[C:15](/[CH3:22])=[CH:16]\[C:17](OCC)=[O:18])[CH:14]=1)[C:2]1[CH:7]=[CH:6][CH:5]=[CH:4][CH:3]=1.CC(C)([O-])C.[K+]>C1COCC1>[CH2:1]([S:8][C:9]1[CH:14]=[C:13]2[C:12](=[CH:11][CH:10]=1)[N:23]([C:24]1[CH:29]=[C:28]([Cl:30])[C:27]([Br:31])=[CH:26][C:25]=1[O:32][CH3:33])[C:17](=[O:18])[CH:16]=[C:15]2[CH3:22])[C:2]1[CH:7]=[CH:6][CH:5]=[CH:4][CH:3]=1 |f:1.2|. Reported procedure: The crude residue from step 3 was dissolved in 6 mL THF, was treated with potassium tert-butoxide 1N in THF (3.05 ml, 3.05 mmol) and was heated to reflux for 20 minutes. The reaction mixture was then concentrated. The crude residue was used in the next step without purification. m/z (ESI) 502.0 (M+H)+. Reactants: NC1=CC2=C(NC(O2)=O)C(=C1OC)F (6-amino-4-fluoro-5-methoxy-2-benzoxazolone), C1(=CC(=CC=C1)C=O)C (3-tolualdehyde), [BH4-].[Na+] (sodium borohydride). Product: FC1=C(C(=CC2=C1NC(O2)=O)NCC2=CC(=CC=C2)C)OC (4-Fluoro-5-methoxy-6-(3-methylbenzylamino)-2-benzoxazolone). RXN SMILES: [NH2:1][C:2]1[C:11]([O:12][CH3:13])=[C:10]([F:14])[C:5]2[NH:6][C:7](=[O:9])[O:8][C:4]=2[CH:3]=1.[C:15]1([CH3:23])[CH:20]=[CH:19][CH:18]=[C:17]([CH:21]=O)[CH:16]=1.[BH4-].[Na+]>>[F:14][C:10]1[C:5]2[NH:6][C:7](=[O:9])[O:8][C:4]=2[CH:3]=[C:2]([NH:1][CH2:23][C:15]2[CH:20]=[CH:19][CH:18]=[C:17]([CH3:21])[CH:16]=2)[C:11]=1[O:12][CH3:13] |f:2.3|. Reported procedure: Following the procedure of Example 13, 6-amino-4-fluoro-5-methoxy-2-benzoxazolone (Example 11) was reacted with 3-tolualdehyde and the resulting product was reduced with sodium borohydride to give the title compound: m.p. 160°-161° C. Starting materials: CCc1cc2c3c(cc(C)c2[nH]c1=O)CC(C)(CBr)O3, CN(C)C=O, CCCCCC, ClC(Cl)Cl, [N-]=[N+]=[N-], [Na+]. Product: CCc1cc2c3c(cc(C)c2[nH]c1=O)CC(C)(CN=[N+]=[N-])O3. As a reaction SMILES: [Br:6][CH2:7][C:8]1([CH3:25])[CH2:9][c:10]2[c:11]([c:12]3[cH:13][c:14]([CH2:22][CH3:23])[c:15](=[O:21])[nH:16][c:17]3[c:18]([CH3:20])[cH:19]2)[O:24]1.[CH3:1][N:2]([CH3:3])[CH:4]=[O:5].[CH3:30][CH2:31][CH2:32][CH2:33][CH2:34][CH3:35].[CH:36]([Cl:37])([Cl:38])[Cl:39].[N-:27]=[N+:28]=[N-:29].[Na+:26]>>[CH2:7]([C:8]1([CH3:25])[CH2:9][c:10]2[c:11]([c:12]3[cH:13][c:14]([CH2:22][CH3:23])[c:15](=[O:21])[nH:16][c:17]3[c:18]([CH3:20])[cH:19]2)[O:24]1)[N:27]=[N+:28]=[N-:29].